Dataset: the Open Reaction Database (ORD), a public repository of structured organic reaction records. Task: describe an organic reaction: reactants, conditions, products, and yield Reactants: ClC=1C=C(CN2C(=NC=C2)COC=2C=C(C=CC2)N)C=C(C1)Cl (3-[1-(3,5-Dichloro-benzyl)-1H-imidazol-2-ylmethoxy]-phenylamine), C(C(CO)(CO)N)O (Trisamine), C1(=CC=CC=C1)N=C=O (phenyl isocyanate). The solvent is C(Cl)Cl (CH2Cl2), C(Cl)Cl (CH2Cl2). Conditions: time 72 hour. Product: ClC=1C=C(CN2C(=NC=C2)COC=2C=C(C=CC2)NC(=O)NC2=CC=CC=C2)C=C(C1)Cl (1-{3-[1-(3,5-dichloro-benzyl)-1H-imidazol-2-ylmethoxy]-phenyl}-3-phenyl-urea). Yield: 52.0%. RXN SMILES: [Cl:1][C:2]1[CH:3]=[C:4]([CH:20]=[C:21]([Cl:23])[CH:22]=1)[CH2:5][N:6]1[CH:10]=[CH:9][N:8]=[C:7]1[CH2:11][O:12][C:13]1[CH:14]=[C:15]([NH2:19])[CH:16]=[CH:17][CH:18]=1.C(O)C(N)(CO)CO.[C:32]1([N:38]=[C:39]=[O:40])[CH:37]=[CH:36][CH:35]=[CH:34][CH:33]=1>C(Cl)Cl>[Cl:1][C:2]1[CH:3]=[C:4]([CH:20]=[C:21]([Cl:23])[CH:22]=1)[CH2:5][N:6]1[CH:10]=[CH:9][N:8]=[C:7]1[CH2:11][O:12][C:13]1[CH:14]=[C:15]([NH:19][C:39]([NH:38][C:32]2[CH:37]=[CH:36][CH:35]=[CH:34][CH:33]=2)=[O:40])[CH:16]=[CH:17][CH:18]=1. Procedure details: A solution of 3-[1-(3,5-Dichloro-benzyl)-1H-imidazol-2-ylmethoxy]-phenylamine (see Example 21) in CH2Cl2 and phenyl isocyanate in CH2Cl2 (0.4 mL) were combined and the reaction was shaken at room temperature. After 72 h, LC/MS showed the reaction had progressed to completion. Trisamine resin was added and the reaction was shaken at room temperature. After 4 h, the reaction was filtered and the resin was washed with CH2Cl2 (2 mL). The filtrates were combined and concentrated in vacuo. Preparatory... Starting materials: Cl.COC=1C=CC2=C(C(=NO2)CC(OCC)=N)C1 (ethyl 5-methoxy-1,2-benzisoxazole-3-acetimidate hydrochloride), C(CN)N (ethylenediamine), Cl (hydrochloric acid). Solvent: C(C)O (ethanol), C(C)O (ethanol). Reaction conditions: time 3 hour. The product is Cl.N1C(=NCC1)CC1=NOC2=C1C=C(C=C2)OC (3-(2-Imidazolin-2-yl)methyl-5-methoxy-1,2-benzisoxazole hydrochloride). The yield is 120.4%. RXN SMILES: [ClH:1].[CH3:2][O:3][C:4]1[CH:5]=[CH:6][C:7]2[O:11][N:10]=[C:9]([CH2:12][C:13](=[NH:17])OCC)[C:8]=2[CH:18]=1.[CH2:19](N)[CH2:20][NH2:21].Cl>C(O)C>[ClH:1].[NH:21]1[CH2:20][CH2:19][N:17]=[C:13]1[CH2:12][C:9]1[C:8]2[CH:18]=[C:4]([O:3][CH3:2])[CH:5]=[CH:6][C:7]=2[O:11][N:10]=1 |f:0.1,5.6|. Procedure details: In ethanol (20 ml) was dissolved ethyl 5-methoxy-1,2-benzisoxazole-3-acetimidate hydrochloride (2.1 g) and thereto was added ethylenediamine (0.59 g) at room temperature. The mixture was stirred at room temperature for 3 hours and then kept in refrigerator overnight. To the mixture was added ethanol (10 ml) containing 20 % hydrochloric acid, and the precipitated crystallines were separated by filtration, washed with ether, dried and recrystallized from ethanol to give the desired compound (2.5 g... Starting materials: C(C)(=O)N1CCC(CC1)N1C=NC=2C(NC=CC21)=O (1-(1-acetyl-piperidin-4-yl)-1,5-dihydro-imidazo[4,5-c]pyridin-4-one), Cl (HCl). The solvent is C(C)O (ethanol). Yields the product Cl.Cl.N1CCC(CC1)N1C=NC=2C(NC=CC21)=O (1-Piperidin-4-yl-1,5-dihydro-imidazo[4,5-c]pyridin-4-one dihydrochloride). As a reaction SMILES: C([N:4]1[CH2:9][CH2:8][CH:7]([N:10]2[C:18]3[CH:17]=[CH:16][NH:15][C:14](=[O:19])[C:13]=3[N:12]=[CH:11]2)[CH2:6][CH2:5]1)(=O)C.[ClH:20]>C(O)C>[ClH:20].[ClH:20].[NH:4]1[CH2:5][CH2:6][CH:7]([N:10]2[C:18]3[CH:17]=[CH:16][NH:15][C:14](=[O:19])[C:13]=3[N:12]=[CH:11]2)[CH2:8][CH2:9]1 |f:3.4.5|. Procedure details: To a solution of 1-(1-acetyl-piperidin-4-yl)-1,5-dihydro-imidazo[4,5-c]pyridin-4-one (6.00 g, 23.05 mmol) in ethanol (48 mL) was added conc. HCl (24 mL) and the reaction mixture heated to reflux for 16 h. The solvent was removed under reduced pressure and the crude product used in the consecutive step without further purification assuming quantitative deprotection and formation of the dihydrochloride salt. MS (ISP): 219.2 [M+H]+.